describe an organic reaction: reactants, conditions, products, and yield From a dataset of the Open Reaction Database (ORD), a public repository of structured organic reaction records. The reactants are [Li]CCCC, CCOCn1cnc(CO[Si](CC)(CC)CC)c1, C1CCOC1, CON(C)C(C)=O, [Cl-], [NH4+]. The product is CCOCn1cc(CO[Si](CC)(CC)CC)nc1C(C)=O. As a reaction SMILES: [CH2:19]([Li:20])[CH2:21][CH2:22][CH3:23].[CH2:1]([CH3:2])[O:3][CH2:4][n:5]1[cH:6][n:7][c:8]([CH2:10][O:11][Si:12]([CH2:13][CH3:14])([CH2:15][CH3:16])[CH2:17][CH3:18])[cH:9]1.[CH2:33]1[O:34][CH2:35][CH2:36][CH2:37]1.[CH3:24][O:25][N:26]([C:27]([CH3:28])=[O:29])[CH3:30].[Cl-:31].[NH4+:32]>>[CH2:1]([CH3:2])[O:3][CH2:4][n:5]1[c:6]([C:27]([CH3:28])=[O:29])[n:7][c:8]([CH2:10][O:11][Si:12]([CH2:13][CH3:14])([CH2:15][CH3:16])[CH2:17][CH3:18])[cH:9]1. Reactants: CCCCCCCCC=CCCCCCCCCCl, C1CNCCN1, ClCCl, O. The product is CCCCCCCCC=CCCCCCCCC(=O)N1CCNCC1. As a reaction SMILES: [CH2:1]([CH2:2][CH2:3][CH2:4][CH2:5][CH2:6][CH2:7][CH2:8][CH:9]=[CH:10][CH2:11][CH2:12][CH2:13][CH2:14][CH2:15][CH2:16][CH2:17][CH3:18])[Cl:19].[CH2:20]1[CH2:21][NH:22][CH2:23][CH2:24][NH:25]1.[CH2:27]([Cl:28])[Cl:29].[OH2:26]>>[C:1]([CH2:2][CH2:3][CH2:4][CH2:5][CH2:6][CH2:7][CH2:8][CH:9]=[CH:10][CH2:11][CH2:12][CH2:13][CH2:14][CH2:15][CH2:16][CH2:17][CH3:18])([N:22]1[CH2:21][CH2:20][NH:25][CH2:24][CH2:23]1)=[O:26]. Starting materials: C(CCl)Cl (EDC), NC1=CC=C(C=N1)/C=C/C(=O)O ((E)-3-(6-amino-pyridin-3-yl)acrylic acid), C(C)OC1=C(CCN)C=CC=C1OC ((2-ethoxy-3-methoxy-benzyl)methylamine), C=1C=CC2=C(C1)N=NN2O.O (HOBt H2O), CCN(C(C)C)C(C)C (DIPEA), Cl (HCl). Solvent: O (water), CN(C)C=O (DMF), C(Cl)Cl (CH2Cl2). Run at time 18 hour. Yields the product Cl.NC1=CC=C(C=N1)/C=C/C(=O)N(C)CC1=C(C(=CC=C1)OC)OCC ((E)-3-(6-Amino-pyridin-3-yl)-N-(2-ethoxy-3-methoxy-benzyl)-N-methyl acrylamide hydrochloride). Isolated yield 45.5%. RXN SMILES: C(Cl)C[Cl:3].[NH2:5][C:6]1[N:11]=[CH:10][C:9](/[CH:12]=[CH:13]/[C:14]([OH:16])=O)=[CH:8][CH:7]=1.[CH2:17]([O:19][C:20]1[C:28]([O:29][CH3:30])=[CH:27][CH:26]=[CH:25][C:21]=1[CH2:22]CN)[CH3:18].C1C=CC2N(O)N=[N:37][C:35]=2C=1.O.CCN(C(C)C)C(C)C.Cl>CN(C=O)C.O.C(Cl)Cl>[ClH:3].[NH2:5][C:6]1[N:11]=[CH:10][C:9](/[CH:12]=[CH:13]/[C:14]([N:37]([CH2:22][C:21]2[CH:25]=[CH:26][CH:27]=[C:28]([O:29][CH3:30])[C:20]=2[O:19][CH2:17][CH3:18])[CH3:35])=[O:16])=[CH:8][CH:7]=1 |f:3.4,10.11|. Procedure details: EDC (231 mg, 1.2 mmol) was added to a solution of (E)-3-(6-amino-pyridin-3-yl)acrylic acid (164 mg, 1.0 mmol), (2-ethoxy-3-methoxy-benzyl)methylamine (215 mg, 1.1 mmol), HOBt H2O (149 mg, 1.1 mmol) and DIPEA (525 μL, 3.0 mmol) in dry DMF (10 mL). After 18 hr of stirring, the mixture was diluted with water (60 mL) and extracted with EtOAc (2×20 mL). The organic layer was washed with brine (2×30 mL), dried and evaporated. Flash chromatography (silica 1-3% MeOH in CH2Cl2) furnished pure free base w... The reactants are ClC=1CCN(CCC1C#N)C(=O)OCC1=CC=CC=C1 (benzyl 4-chloro-5-cyano-2,3,6,7-tetrahydro-1H-1-azepine-carboxylate), [H][H] (hydrogen). The reagents and catalysts are [Pd] (palladium-on-charcoal). Run in C(C)O (ethyl alcohol), Cl (hydrochloric acid). Yields the product Cl.ClC=1CCNCCC1C#N (4-Chloro-5-cyano-2,3,6,7-tetrahydro-1H-azepine hydrochloride). Reaction SMILES: [Cl:1][C:2]1[CH2:3][CH2:4][N:5](C(OCC2C=CC=CC=2)=O)[CH2:6][CH2:7][C:8]=1[C:9]#[N:10].[H][H]>C(O)C.Cl.[Pd]>[ClH:1].[Cl:1][C:2]1[CH2:3][CH2:4][NH:5][CH2:6][CH2:7][C:8]=1[C:9]#[N:10] |f:5.6|. Procedure: 1.45 gm (0.005 mol) of benzyl 4-chloro-5-cyano-2,3,6,7-tetrahydro-1H-1-azepine-carboxylate were dissolved in 20 ml of ethyl alcohol by addition of 0.9 ml of semiconcentrated hydrochloric acid, and after the addition of 0.2 gm of palladium-on-charcoal, the mixture was hydrogenated in an autoclave at room temperature and under a hydrogen pressure of 5 bars. After half an hour, the uptake of hydrogen had ended. The catalyst was filtered off, and the filtrate was evaporated in vacuo. The residue was... Reactants: FC1=C(C(=CC=C1)F)C1=CC=C2C(=N1)C(=CN2)C=2C=C(C=NC2)N2CCC(CC2)NC(OC(C)(C)C)=O (tert-butyl 1-(5-(5-(2,6-difluorophenyl)-1H-pyrrolo[3,2-b]pyridin-3-yl)pyridin-3-yl)piperidin-4-ylcarbamate), Cl (HCl), CC(C)O (IPA), Cl (HCl), Si propylsulfonic acid. The solvent is CO (MeOH), CO (MeOH), CO.C(Cl)Cl (MeOH DCM). Conditions: temperature 50 celsius, time 2 hour. The product is FC1=C(C(=CC=C1)F)C1=CC=C2C(=N1)C(=CN2)C=2C=C(C=NC2)N2CCC(CC2)N (1-(5-(5-(2,6-difluorophenyl)-1H-pyrrolo[3,2-b]pyridin-3-yl)pyridin-3-yl)piperidin-4-amine). RXN SMILES: [F:1][C:2]1[CH:7]=[CH:6][CH:5]=[C:4]([F:8])[C:3]=1[C:9]1[N:14]=[C:13]2[C:15]([C:18]3[CH:19]=[C:20]([N:24]4[CH2:29][CH2:28][CH:27]([NH:30]C(=O)OC(C)(C)C)[CH2:26][CH2:25]4)[CH:21]=[N:22][CH:23]=3)=[CH:16][NH:17][C:12]2=[CH:11][CH:10]=1.Cl.CC(O)C>CO.CO.C(Cl)Cl>[F:1][C:2]1[CH:7]=[CH:6][CH:5]=[C:4]([F:8])[C:3]=1[C:9]1[N:14]=[C:13]2[C:15]([C:18]3[CH:19]=[C:20]([N:24]4[CH2:25][CH2:26][CH:27]([NH2:30])[CH2:28][CH2:29]4)[CH:21]=[N:22][CH:23]=3)=[CH:16][NH:17][C:12]2=[CH:11][CH:10]=1 |f:4.5|. Procedure: A solution of tert-butyl 1-(5-(5-(2,6-difluorophenyl)-1-tosyl-1H-pyrrolo[3,2-b]pyridin-3-yl)pyridin-3-yl)piperidin-4-ylcarbamate (79 mg, 0.120 mmol, 88% pure) in THF (2 mL) was treated with NaOH 5M (0.048 mL, 0.239 mmol). The reaction mixture was heated to reflux (bath temperature 80° C.). After 1 h, NaOH 5M (0.45 mL, 0.96 mmol, 8.0 equiv) was further added. After 23 h, the solution was cooled to 23° C., concentrated in vacuo and purified by silica gel chromatography (eluent: 1-7% MeOH/DCM), aff... Starting materials: BrC=1C=C(C=CC(=O)O)C=CC1 (3-Bromocinnamic acid), Cl.C(C)N(CCCN=C=NCC)CC (3-(3-diethylaminopropyl)-1-ethylcarbodiimide hydrochloride), NC=1C(N(C(N(C1N)CC)=O)CC)=O (5,6-diamino-1,3-diethyluracil), aqueous solution, [OH-].[Na+] (sodium hydroxide). Solvent: O (water), O1CCOCC1 (dioxane). Conditions: time 40 minute. Product: BrC=1C=C(/C=C/C2=NC=3N(C(N(C(C3N2)=O)CC)=O)CC)C=CC1 ((E)-8-(3-Bromostyryl)-1,3-diethylxanthine). The yield is 51.1%. As a reaction SMILES: [Br:1][C:2]1[CH:3]=[C:4]([CH:10]=[CH:11][CH:12]=1)[CH:5]=[CH:6][C:7](O)=O.Cl.C(N(CC)CCCN=C=NCC)C.[NH2:27][C:28]1[C:29](=[O:40])[N:30]([CH2:38][CH3:39])[C:31](=[O:37])[N:32]([CH2:35][CH3:36])[C:33]=1[NH2:34].[OH-].[Na+]>O.O1CCOCC1>[Br:1][C:2]1[CH:3]=[C:4]([CH:10]=[CH:11][CH:12]=1)/[CH:5]=[CH:6]/[C:7]1[NH:27][C:28]2[C:29](=[O:40])[N:30]([CH2:38][CH3:39])[C:31](=[O:37])[N:32]([CH2:35][CH3:36])[C:33]=2[N:34]=1 |f:1.2,4.5|. Procedure details: 3-Bromocinnamic acid (2.52 g, 11.1 mmol) and 3-(3-diethylaminopropyl)-1-ethylcarbodiimide hydrochloride (2.90 g, 15.2 mmol) were added to a solution of 5,6-diamino-1,3-diethyluracil (2.0 g, 10.1 mmol) in a dioxane (34 ml)-water (68 ml) mixture, and the resulting mixture was stirred at room temperature for 40 minutes while keeping the pH at 5.5. A 4N aqueous solution of sodium hydroxide was added thereto to adjust the pH to >14, and the mixture was heated under reflux for 20 minutes. After coolin... Reactants: BrC#C[Si](C(C)C)(C(C)C)C(C)C ((Bromoethynyl) triisopropylsilane), CN1CC2=C(NC=3C=CC(=CC23)C)CC1 (2,8-dimethyl-2,3,4,5-tetrahydro-1H-pyrido[4,3-b]indole), C([O-])([O-])=O.[K+].[K+] (potassium carbonate), N1=CC=CC2=CC=C3C=CC=NC3=C12 (1,10 phenanthroline). The reagents and catalysts are S(=O)(=O)([O-])[O-].[Cu+2] (copper sulfate). The solvent is C1(=CC=CC=C1)C (toluene), O (water). Run at time 5 minute. The product is CN1CC2=C(N(C=3C=CC(=CC23)C)C#C[Si](C(C)C)(C(C)C)C(C)C)CC1 (2,8-dimethyl-5-((triisopropylsilyl)ethynyl)-2,3,4,5-tetrahydro-1H-pyrido[4,3-b]indole). The yield is 49.9%. Reaction SMILES: [CH3:1][N:2]1[CH2:15][CH2:14][C:5]2[NH:6][C:7]3[CH:8]=[CH:9][C:10]([CH3:13])=[CH:11][C:12]=3[C:4]=2[CH2:3]1.C(=O)([O-])[O-].[K+].[K+].N1C2C(=CC=C3C=2N=CC=C3)C=CC=1.Br[C:37]#[C:38][Si:39]([CH:46]([CH3:48])[CH3:47])([CH:43]([CH3:45])[CH3:44])[CH:40]([CH3:42])[CH3:41]>C1(C)C=CC=CC=1.O.S([O-])([O-])(=O)=O.[Cu+2]>[CH3:1][N:2]1[CH2:15][CH2:14][C:5]2[N:6]([C:37]#[C:38][Si:39]([CH:40]([CH3:42])[CH3:41])([CH:46]([CH3:48])[CH3:47])[CH:43]([CH3:45])[CH3:44])[C:7]3[CH:8]=[CH:9][C:10]([CH3:13])=[CH:11][C:12]=3[C:4]=2[CH2:3]1 |f:1.2.3,8.9|. Procedure details: To a stirred solution of 2,8-dimethyl-2,3,4,5-tetrahydro-1H-pyrido[4,3-b]indole (10 g, 0.05 mol) and copper sulfate (1.24 g, 0.005 mol) in toluene (200 mL) was added potassium carbonate (13.8 g, 0.1 mol) and 1,10 phenanthroline (1.8 g, 0.01 mol). The reaction mixture was stirred for 5 min at RT. (Bromoethynyl) triisopropylsilane (14.4 g, 0.055 mol) was added to the reaction mixture at the same temperature. After completion of addition, the reaction mixture was stirred overnight at 80° C. The rea... Reactants: CCC(CC)c1cc(C)nn2c(-c3sccc3Cl)c(C)nc12, ClCCl, O=C1CCC(=O)N1Br. The product is CCC(CC)c1cc(C)nn2c(-c3sc(Br)cc3Cl)c(C)nc12. Reaction SMILES: [Cl:1][c:2]1[c:3](-[c:7]2[c:8]([CH3:22])[n:9][c:10]3[n:11]2[n:12][c:13]([CH3:21])[cH:14][c:15]3[CH:16]([CH2:17][CH3:18])[CH2:19][CH3:20])[s:4][cH:5][cH:6]1.[Cl:31][CH2:32][Cl:33].[O:23]=[C:24]1[N:25]([Br:30])[C:26](=[O:27])[CH2:28][CH2:29]1>>[Cl:1][c:2]1[c:3](-[c:7]2[c:8]([CH3:22])[n:9][c:10]3[n:11]2[n:12][c:13]([CH3:21])[cH:14][c:15]3[CH:16]([CH2:17][CH3:18])[CH2:19][CH3:20])[s:4][c:5]([Br:30])[cH:6]1. Reactants: CCOC(C)=O, CCCCCC, CCOC(C)=O, NCc1ccccc1F, CN(C)C=O, O, On1nnc2ccccc21, O=C(O)c1ccc2cnccc2n1. Yields the product O=C(NCc1ccccc1F)c1ccc2cnccc2n1. As a reaction SMILES: [C:34]([O:35][CH2:36][CH3:37])(=[O:38])[CH3:39].[CH3:40][CH2:41][CH2:42][CH2:43][CH2:44][CH3:45].[CH3:51][CH2:52][O:53][C:54](=[O:55])[CH3:56].[F:25][c:26]1[c:27]([CH2:28][NH2:29])[cH:30][cH:31][cH:32][cH:33]1.[O:46]=[CH:47][N:48]([CH3:49])[CH3:50].[OH2:14].[OH:15][n:16]1[c:17]2[cH:18][cH:19][cH:20][cH:21][c:22]2[n:23][n:24]1.[n:1]1[c:2]([C:11](=[O:12])[OH:13])[cH:3][cH:4][c:5]2[cH:6][n:7][cH:8][cH:9][c:10]12>>[n:1]1[c:2]([C:11](=[O:13])[NH:29][CH2:28][c:27]2[c:26]([F:25])[cH:33][cH:32][cH:31][cH:30]2)[cH:3][cH:4][c:5]2[cH:6][n:7][cH:8][cH:9][c:10]12.